Dataset: the Open Reaction Database (ORD), a public repository of structured organic reaction records. Task: describe an organic reaction: reactants, conditions, products, and yield Starting materials: substituted benzyl amines, C(=O)([O-])[O-].[Na+].[Na+] (Na2CO3), N1[C@H](CCC1)C(=O)N[C@@H](C)C1=CC=C(C(=O)OC)C=C1 (methyl 4-((S)-1-((R)-pyrrolidine-2-carboxamido)ethyl)benzoate), FC=1C=C(CBr)C=CC1F (3,4-difluorobenzyl bromide). Yields the product FC=1C=C(CN2[C@H](CCC2)C(=O)N[C@@H](C)C2=CC=C(C(=O)OC)C=C2)C=CC1F (methyl 4-((S)-1-((R)-1-(3,4-difluorobenzyl)pyrrolidine-2-carboxamido)ethyl)benzoate). Yield: 53.8%. As a reaction SMILES: [NH:1]1[CH2:5][CH2:4][CH2:3][C@@H:2]1[C:6]([NH:8][C@H:9]([C:11]1[CH:20]=[CH:19][C:14]([C:15]([O:17][CH3:18])=[O:16])=[CH:13][CH:12]=1)[CH3:10])=[O:7].[F:21][C:22]1[CH:23]=[C:24]([CH:27]=[CH:28][C:29]=1[F:30])[CH2:25]Br.C([O-])([O-])=O.[Na+].[Na+]>>[F:21][C:22]1[CH:23]=[C:24]([CH:27]=[CH:28][C:29]=1[F:30])[CH2:25][N:1]1[CH2:5][CH2:4][CH2:3][C@@H:2]1[C:6]([NH:8][C@H:9]([C:11]1[CH:12]=[CH:13][C:14]([C:15]([O:17][CH3:18])=[O:16])=[CH:19][CH:20]=1)[CH3:10])=[O:7] |f:2.3.4|. Procedure: The title compound (D34) (39 mg) was prepared according to the general procedure for substituted benzyl amines preparation starting from methyl 4-((S)-1-((R)-pyrrolidine-2-carboxamido)ethyl)benzoate (D14) (50 mg, 0.18 mmol) and 3,4-difluorobenzyl bromide (0.046 ml, 0.36 mmol). (Na2CO3: 2.5 eq; reaction time: 5 hrs; 70° C.) Reactants: OS(=O)(=O)O (H2SO4), [H-].[H-].[H-].[H-].[Li+].[Al+3] (LiAlH4), CCOCC (ether), C(C)OC(C(C)OCCCC)=O ((-)-ethyl-2-butoxypropionate). Solvent: O (water). Run at time 3 hour. The product is C(CCC)OC(CO)C ((+)-2-butoxypropanol). As a reaction SMILES: [H-].[H-].[H-].[H-].[Li+].[Al+3].CCOCC.C([O:14][C:15](=O)[CH:16]([O:18][CH2:19][CH2:20][CH2:21][CH3:22])[CH3:17])C.OS(O)(=O)=O>O>[CH2:19]([O:18][CH:16]([CH3:17])[CH2:15][OH:14])[CH2:20][CH2:21][CH3:22] |f:0.1.2.3.4.5|. Procedure: 2.0 g of LiAlH4 was added to 62 ml of ether and the mixture was stirred for 3 hours. To the mixture was added dropwise 12.7 g of (-)-ethyl-2-butoxypropionate in the same manner as in Example 1, and the mixture was stirred for 15 minutes. Then, 50 ml of water and 50 ml of 10% H2SO4 aqueous solution were added thereto. The ther layer was separated, dried with MgSO4 and filtrated. Ether was distilled off toobtain the objective product at an yield of 7.4 g. The optical rotation [α]D24° was +24.4°. Starting materials: O=C([O-])[O-], CCOC(=O)N1c2ccc(OC)cc2C(NC2=NNN(CCS(C)=O)N2Cc2cc(C(F)(F)F)cc(C(F)(F)F)c2)CC1CC, ClCCl, O=C(OO)c1cccc(Cl)c1, [K+], [K+]. Yields the product CCOC(=O)N1c2ccc(OC)cc2C(NC2=NNN(CCS(C)(=O)=O)N2Cc2cc(C(F)(F)F)cc(C(F)(F)F)c2)CC1CC. As a reaction SMILES: [C:57](=[O:58])([O-:59])[O-:60].[CH2:1]([CH3:2])[O:3][C:4](=[O:5])[N:6]1[CH:7]([CH2:44][CH3:45])[CH2:8][CH:9]([NH:18][C:19]2=[N:20][NH:21][N:22]([CH2:39][CH2:40][S:41](=[O:42])[CH3:43])[N:23]2[CH2:24][c:25]2[cH:26][c:27]([C:35]([F:36])([F:37])[F:38])[cH:28][c:29]([C:31]([F:32])([F:33])[F:34])[cH:30]2)[c:10]2[cH:11][c:12]([O:16][CH3:17])[cH:13][cH:14][c:15]21.[CH2:63]([Cl:64])[Cl:65].[Cl:46][c:47]1[cH:48][cH:49][cH:50][c:51]([C:52]([O:53][OH:55])=[O:54])[cH:56]1.[K+:61].[K+:62]>>[CH2:1]([CH3:2])[O:3][C:4](=[O:5])[N:6]1[CH:7]([CH2:44][CH3:45])[CH2:8][CH:9]([NH:18][C:19]2=[N:20][NH:21][N:22]([CH2:39][CH2:40][S:41](=[O:42])([CH3:43])=[O:54])[N:23]2[CH2:24][c:25]2[cH:26][c:27]([C:35]([F:36])([F:37])[F:38])[cH:28][c:29]([C:31]([F:32])([F:33])[F:34])[cH:30]2)[c:10]2[cH:11][c:12]([O:16][CH3:17])[cH:13][cH:14][c:15]21. Starting materials: FC=1C=C(C=CC1N1CCSCC1)C1=NOC(C1)CNC(C)=O (N-({3-[3-fluoro-4-(4-thiomorpholinyl)phenyl]-4,5-dihydro-5-isoxazolyl}methyl)acetamide), ClCCl (dichloromethane), one, COC=1C=CC(=CC1)P2(=S)SP(=S)(S2)C=3C=CC(=CC3)OC (Lawesson's Reagent). Solvent: O1CCOCC1 (dioxane). Reaction conditions: temperature 80 celsius, time 1 hour. Yields the product FC=1C=C(C=CC1N1CCSCC1)C1=NOC(C1)CNC(C)=S (N-({3-[3-fluoro-4-(4-thiomorpholinyl)phenyl]-4,5-dihydro-5-isoxazolyl}methyl)ethanethioamide). Isolated yield 85.1%. As a reaction SMILES: [F:1][C:2]1[CH:3]=[C:4]([C:14]2[CH2:18][CH:17]([CH2:19][NH:20][C:21](=O)[CH3:22])[O:16][N:15]=2)[CH:5]=[CH:6][C:7]=1[N:8]1[CH2:13][CH2:12][S:11][CH2:10][CH2:9]1.COC1C=CC(P2(SP(C3C=CC(OC)=CC=3)(=S)S2)=[S:33])=CC=1.ClCCl>O1CCOCC1>[F:1][C:2]1[CH:3]=[C:4]([C:14]2[CH2:18][CH:17]([CH2:19][NH:20][C:21](=[S:33])[CH3:22])[O:16][N:15]=2)[CH:5]=[CH:6][C:7]=1[N:8]1[CH2:13][CH2:12][S:11][CH2:10][CH2:9]1. Reported procedure: 1.0 g (3.0 mmole) of N-({3-[3-fluoro-4-(4-thiomorpholinyl)phenyl]-4,5-dihydro-5-isoxazolyl}methyl)acetamide is suspended in 12 ml dioxane in a 50 ml one neck round bottom flask under nitrogen. The suspension is treated with Lawesson's Reagent (1.27 g, 3.15 mmole) and the reaction is stirred at 80° C. for 1 hour. The mixture is cooled to room temperature, brought to homogeneity with dichloromethane and is treated with 10 g silica gel (230-400 mesh) and is concentrated to dryness. The plug is load... Starting materials: CCCC(N)CC(C)C, O=C(Cl)c1ccc2c(c1)OCO2. The product is CCCC(CC(C)C)NC(=O)c1ccc2c(c1)OCO2. As a reaction SMILES: [CH3:13][CH:14]([CH3:15])[CH2:16][CH:17]([CH2:18][CH2:19][CH3:20])[NH2:21].[O:1]1[CH2:2][O:3][c:4]2[c:5]1[cH:6][cH:7][c:8]([C:10](=[O:11])[Cl:12])[cH:9]2>>[O:1]1[CH2:2][O:3][c:4]2[c:5]1[cH:6][cH:7][c:8]([C:10](=[O:11])[NH:21][CH:17]([CH2:16][CH:14]([CH3:13])[CH3:15])[CH2:18][CH2:19][CH3:20])[cH:9]2. The reactants are CC(C)=O, O=C(Nc1cccc(CO)c1)NC1N=C(c2ccccc2F)c2ccccc2N(CC(=O)N2CC3CCC(CC3)C2)C1=O. The product is O=Cc1cccc(NC(=O)NC2N=C(c3ccccc3F)c3ccccc3N(CC(=O)N3CC4CCC(CC4)C3)C2=O)c1. RXN SMILES: [CH3:44][C:45](=[O:46])[CH3:47].[CH:1]12[CH2:2][N:3]([C:10](=[O:11])[CH2:12][N:13]3[C:14](=[O:43])[CH:15]([NH:31][C:32](=[O:33])[NH:34][c:35]4[cH:36][c:37]([CH2:41][OH:42])[cH:38][cH:39][cH:40]4)[N:16]=[C:17]([c:24]4[c:25]([F:30])[cH:26][cH:27][cH:28][cH:29]4)[c:18]4[c:19]3[cH:20][cH:21][cH:22][cH:23]4)[CH2:4][CH:5]([CH2:6][CH2:7]1)[CH2:8][CH2:9]2>>[CH:1]12[CH2:2][N:3]([C:10](=[O:11])[CH2:12][N:13]3[C:14](=[O:43])[CH:15]([NH:31][C:32](=[O:33])[NH:34][c:35]4[cH:36][c:37]([CH:41]=[O:42])[cH:38][cH:39][cH:40]4)[N:16]=[C:17]([c:24]4[c:25]([F:30])[cH:26][cH:27][cH:28][cH:29]4)[c:18]4[c:19]3[cH:20][cH:21][cH:22][cH:23]4)[CH2:4][CH:5]([CH2:6][CH2:7]1)[CH2:8][CH2:9]2.